Dataset: the Open Reaction Database (ORD), a public repository of structured organic reaction records. Task: describe an organic reaction: reactants, conditions, products, and yield Starting materials: CC(C)(C)[Si](OCC(C(C)NCC1=CC=CC=C1)NC(CCCCCC)=O)(C)C (N-[1-[[[(1,1-dimethylethyl)dimethylsilyl]oxy]methyl]-2-[(phenylmethyl)amino]propyl]Heptanamide). Reagents/catalysts: [OH-].[OH-].[Pd+2] (Pd(OH)2). Solvent: CO (methyl alcohol). Conditions: time 18 hour. The product is NC(C(CO[Si](C)(C)C(C)(C)C)NC(CCCCCC)=O)C (N-[2-Amino-1-[[[(1,1-dimethylethyl)dimethylsilyl]oxy]methyl]propyl]-Heptanamide). Yield: 102.2%. RXN SMILES: [CH3:1][C:2]([Si:5]([CH3:29])([CH3:28])[O:6][CH2:7][CH:8]([NH:19][C:20](=[O:27])[CH2:21][CH2:22][CH2:23][CH2:24][CH2:25][CH3:26])[CH:9]([NH:11]CC1C=CC=CC=1)[CH3:10])([CH3:4])[CH3:3]>CO.[OH-].[OH-].[Pd+2]>[NH2:11][CH:9]([CH3:10])[CH:8]([NH:19][C:20](=[O:27])[CH2:21][CH2:22][CH2:23][CH2:24][CH2:25][CH3:26])[CH2:7][O:6][Si:5]([C:2]([CH3:1])([CH3:3])[CH3:4])([CH3:28])[CH3:29] |f:2.3.4|. Procedure: A mixture of 28c (208.6 g, 0.50 mmol) and 104 mg of Pd(OH)2 in 15 mL of methyl alcohol is shaken in a Parr apparatus under hydrogen pressure for 18 h. The reaction mixture is filtered through diatomaceous earth and the filtrate concentrated to give 169 mg of the desired product 25c as an oil. NMR δ0.84 (s, 9H), 1.05 (d, 3H), 1.60 (m, 2.10 (t, 3.31 (m, 6.47 (br d, 1H). Starting materials: CC(=O)O, CO, [Mg], CC(C(=O)O)c1ccc(C=C2SCCC2=O)cc1, O. The product is CC(C(=O)O)c1ccc(CC2SCCC2=O)cc1. As a reaction SMILES: [CH3:21][C:22](=[O:23])[OH:24].[CH3:25][OH:26].[Mg:19].[O:1]=[C:2]1[C:3](=[CH:7][c:8]2[cH:9][cH:10][c:11]([CH:14]([C:15](=[O:16])[OH:17])[CH3:18])[cH:12][cH:13]2)[S:4][CH2:5][CH2:6]1.[OH2:20]>>[O:1]=[C:2]1[CH:3]([CH2:7][c:8]2[cH:9][cH:10][c:11]([CH:14]([C:15](=[O:16])[OH:17])[CH3:18])[cH:12][cH:13]2)[S:4][CH2:5][CH2:6]1. The reactants are C1CN2CCN1CC2 (DABCO), O (H2O), FC(C(O)C1=CC=C(C=C1)SSC)(F)F (2,2,2-Trifluoro-1-(4-methyldisulfanyl-phenyl)-ethanol), S(=O)(=O)(C1=CC=CC=2C(N(C)C)=CC=CC12)Cl (dansyl chloride). Solvent: C(Cl)Cl (CH2Cl2), C(Cl)Cl (CH2Cl2). Reaction conditions: time 4 hour. Product: FC(C(C1=CC=C(C=C1)SSC)OS(=O)(=O)C1=CC=CC2=C(C=CC=C12)N(C)C)(F)F (5-Dimethylamino-naphthalene-1-sulfonic acid 2,2,2-trifluoro-1-(4-methyldisulfanyl-phenyl)-ethyl ester). Yield: 28.4%. Reaction SMILES: [F:1][C:2]([F:15])([F:14])[CH:3]([C:5]1[CH:10]=[CH:9][C:8]([S:11][S:12][CH3:13])=[CH:7][CH:6]=1)[OH:4].[S:16](Cl)([C:19]1[C:31]2[CH:30]=[CH:29][CH:28]=[C:24]([N:25]([CH3:27])[CH3:26])[C:23]=2[CH:22]=[CH:21][CH:20]=1)(=[O:18])=[O:17].C1N2CCN(CC2)C1.O>C(Cl)Cl>[F:15][C:2]([F:1])([F:14])[CH:3]([O:4][S:16]([C:19]1[C:31]2[C:23](=[C:24]([N:25]([CH3:27])[CH3:26])[CH:28]=[CH:29][CH:30]=2)[CH:22]=[CH:21][CH:20]=1)(=[O:18])=[O:17])[C:5]1[CH:6]=[CH:7][C:8]([S:11][S:12][CH3:13])=[CH:9][CH:10]=1. Reported procedure: 2,2,2-Trifluoro-1-(4-methyldisulfanyl-phenyl)-ethanol (6) (12 mg, 0.047 mmol) and dansyl chloride (15 mg, 0.057 mmol) were dissolved in dry CH2Cl2 (0.2 mL). A solution of DABCO (63 mg, 0.56 mmol) dissolved in dry CH2Cl2 (0.1 mL) was added dropwise to the above solution. After 4 hours at room temperature, the reaction was poured into H2O (30 mL) and extracted with ethyl acetate (3×30 mL). The combined organic phases were washed with H2O (3×30 mL), followed by brine (1×30 mL) and then dried over N... Starting materials: Cc1c(Br)c(F)c2oc(C3CC3)nc2c1C#N, CC(C)(C)C1=C(O)C(C)(C(C)(C)C)CC=C1, CCCC[Sn](CCCC)(CCCC)c1cnccn1, Cc1ccccc1, Cl[Pd]Cl, c1ccc(P(c2ccccc2)c2ccccc2)cc1, c1ccc(P(c2ccccc2)c2ccccc2)cc1. The product is Cc1c(-c2cnccn2)c(F)c2oc(C3CC3)nc2c1C#N. RXN SMILES: [Br:1][c:2]1[c:3]([F:17])[c:4]2[c:5]([n:6][c:7]([CH:9]3[CH2:10][CH2:11]3)[o:8]2)[c:12]([C:15]#[N:16])[c:13]1[CH3:14].[C:37]([C:38]1([CH3:39])[C:40]([OH:41])=[C:42]([C:43]([CH3:44])([CH3:45])[CH3:46])[CH:47]=[CH:48][CH2:49]1)([CH3:50])([CH3:51])[CH3:52].[CH2:18]([Sn:19]([CH2:20][CH2:21][CH2:22][CH3:29])([c:23]1[n:24][cH:25][cH:26][n:27][cH:28]1)[CH2:30][CH2:31][CH2:32][CH3:33])[CH2:34][CH2:35][CH3:36].[CH3:53][c:54]1[cH:55][cH:56][cH:57][cH:58][cH:59]1.[Pd:60]([Cl:61])[Cl:62].[c:63]1([P:64]([c:65]2[cH:66][cH:67][cH:68][cH:69][cH:70]2)[c:71]2[cH:72][cH:73][cH:74][cH:75][cH:76]2)[cH:77][cH:78][cH:79][cH:80][cH:81]1.[c:82]1([P:83]([c:84]2[cH:85][cH:86][cH:87][cH:88][cH:89]2)[c:90]2[cH:91][cH:92][cH:93][cH:94][cH:95]2)[cH:96][cH:97][cH:98][cH:99][cH:100]1>>[c:2]1(-[c:23]2[n:24][cH:25][cH:26][n:27][cH:28]2)[c:3]([F:17])[c:4]2[c:5]([n:6][c:7]([CH:9]3[CH2:10][CH2:11]3)[o:8]2)[c:12]([C:15]#[N:16])[c:13]1[CH3:14]. The reactants are C(=C\C1=CC=CC=C1)/C1=NN(C2=CC(=CC=C12)C=O)COCC[Si](C)(C)C ((E)-3-styryl-1-((2-(trimethylsilyl)ethoxy)methyl)-1H-indazole-6-carbaldehyde), CCCC[N+](CCCC)(CCCC)CCCC.[F-] (TBAF), solution. Run in C1CCOC1 (THF), C1CCOC1 (THF). Yields the product C(=C\C1=CC=CC=C1)/C1=NNC2=CC(=CC=C12)C=O ((E)-3-styryl-1H-indazole-6-carbaldehyde). Isolated yield 65.5%. Reaction SMILES: [CH:1](/[C:9]1[C:17]2[C:12](=[CH:13][C:14]([CH:18]=[O:19])=[CH:15][CH:16]=2)[N:11](COCC[Si](C)(C)C)[N:10]=1)=[CH:2]\[C:3]1[CH:8]=[CH:7][CH:6]=[CH:5][CH:4]=1.CCCC[N+](CCCC)(CCCC)CCCC.[F-]>C1COCC1>[CH:1](/[C:9]1[C:17]2[C:12](=[CH:13][C:14]([CH:18]=[O:19])=[CH:15][CH:16]=2)[NH:11][N:10]=1)=[CH:2]\[C:3]1[CH:8]=[CH:7][CH:6]=[CH:5][CH:4]=1 |f:1.2|. Procedure details: A solution of (E)-3-styryl-1-((2-(trimethylsilyl)ethoxy)methyl)-1H-indazole-6-carbaldehyde (63 mg, 0.166 mmol) in THF (2.0 mL) was treated with TBAF (0.83 mL of a 1M solution in THF) and refluxed overnight. The solvent was removed and the residue re-dissolved into EtOAc. The organics were washed with water (2×), brine (2×) and then dried (MgSO4). The solvent was removed and the residue purified by column chromatography (silica gel, 98:2 CH2Cl2/MeOH) to give the title compound (27 mg, 66%) which ... Reactants: NC1=C2N=CN(C2=NC(=N1)OCCCC)CC=1C=C(C=CC1)CP(OCC)(OCC)=O (diethyl (3-((6-amino-2-butoxy-9H-purin-9-yl)methyl)phenyl)methylphosphonate), ( v ), BrBr (Br2). The solvent is C(Cl)(Cl)Cl (CHCl3), C(Cl)(Cl)Cl (chloroform). Yields the product NC1=C2N=C(N(C2=NC(=N1)OCCCC)CC=1C=C(C=CC1)CP(OCC)(OCC)=O)Br (diethyl (3-((6-amino-8-bromo-2-butoxy-9H-purin-9-yl)methyl)phenyl)methylphosphonate). The yield is 49.0%. Reaction SMILES: [NH2:1][C:2]1[N:10]=[C:9]([O:11][CH2:12][CH2:13][CH2:14][CH3:15])[N:8]=[C:7]2[C:3]=1[N:4]=[CH:5][N:6]2[CH2:16][C:17]1[CH:18]=[C:19]([CH2:23][P:24](=[O:31])([O:28][CH2:29][CH3:30])[O:25][CH2:26][CH3:27])[CH:20]=[CH:21][CH:22]=1.[Br:32]Br>C(Cl)(Cl)Cl>[NH2:1][C:2]1[N:10]=[C:9]([O:11][CH2:12][CH2:13][CH2:14][CH3:15])[N:8]=[C:7]2[C:3]=1[N:4]=[C:5]([Br:32])[N:6]2[CH2:16][C:17]1[CH:18]=[C:19]([CH2:23][P:24](=[O:31])([O:25][CH2:26][CH3:27])[O:28][CH2:29][CH3:30])[CH:20]=[CH:21][CH:22]=1. Reported procedure: To a solution of 61 (134.9 mg, 0.30 mmol) in CHCl3 (5 mL) was added a 10% (v) solution of Br2 in chloroform. The reaction was stopped when starting material was consumed, monitored by HPLC. Bromine was quenched with a saturated Na2SO3 solution and product extracted with DCM (2×10 mL). Organics were washed with water (2×10 mL) and brine (1×10 mL) and dried over Na2SO4. Purified by flash column eluting 100% ethyl acetate. Evaporation of solvent gave 76.0 mg (49%) of 62 as a yellow solid. LCMS: m/z... Reactants: N#Cc1ccc(C(=O)Cl)cc1, O=C([O-])O, ClC(Cl)Cl, Cc1cc(C(F)(C(F)(F)F)C(F)(F)F)cc(C)c1NC(=O)c1cc(N)cc(C#N)c1, [Na+], C1CCOC1, c1ccncc1. Yields the product Cc1cc(C(F)(C(F)(F)F)C(F)(F)F)cc(C)c1NC(=O)c1cc(C#N)cc(NC(=O)c2ccc(C#N)cc2)c1. As a reaction SMILES: [C:37](#[N:38])[c:39]1[cH:40][cH:41][c:42]([C:43](=[O:44])[Cl:45])[cH:46][cH:47]1.[C:48](=[O:49])([O-:50])[OH:51].[Cl:58][CH:59]([Cl:60])[Cl:61].[NH2:1][c:2]1[cH:3][c:4]([C:29]#[N:30])[cH:5][c:6]([C:7](=[O:8])[NH:9][c:10]2[c:11]([CH3:27])[cH:12][c:13]([C:17]([C:18]([F:19])([F:20])[F:21])([C:22]([F:23])([F:24])[F:25])[F:26])[cH:14][c:15]2[CH3:16])[cH:28]1.[Na+:52].[O:53]1[CH2:54][CH2:55][CH2:56][CH2:57]1.[cH:31]1[cH:32][cH:33][n:34][cH:35][cH:36]1>>[NH:1]([c:2]1[cH:3][c:4]([C:29]#[N:30])[cH:5][c:6]([C:7](=[O:8])[NH:9][c:10]2[c:11]([CH3:27])[cH:12][c:13]([C:17]([C:18]([F:19])([F:20])[F:21])([C:22]([F:23])([F:24])[F:25])[F:26])[cH:14][c:15]2[CH3:16])[cH:28]1)[C:43]([c:42]1[cH:41][cH:40][c:39]([C:37]#[N:38])[cH:47][cH:46]1)=[O:44]. Reactants: C(C(C)(C)C)(=O)NC=1N=C(C2=C(N1)N=CC(=C2)CN(C(C(F)(F)F)=O)CC2=CC=C(C(=O)N[C@@H](CCC(=O)OCC)C(=O)OCC)C=C2)O (diethyl N-[N-(2-pivaloylamino-4-hydroxypyrido[2,3-d]pyrimidin-6-ylmethyl)-N-trifluoroacetyl-4-aminomethylbenzoyl]-glutamate), C(C(C)(C)C)(=O)NC=1N=C(C2=C(N1)N=CC(=C2)CN(C(C(F)(F)F)=O)CC2=CC=C(C(=O)N[C@@H](CCC(=O)OCC)C(=O)OCC)C=C2)O (diethyl N-[N-(2-pivaloylamino-4-hydroxypyrido[2,3-d]pyrimidin-6-ylmethyl)-N-trifluoroacetyl-4-aminomethylbenzoyl]-glutamate). The reagents and catalysts are [Pt]=O (platinum oxide). Run in C(C)(=O)O (acetic acid). Conditions: time 3 hour. Yields the product C(C(C)(C)C)(=O)NC=1N=C(C2=C(N1)NCC(C2)CN(C(C(F)(F)F)=O)CC2=CC=C(C(=O)N[C@@H](CCC(=O)OCC)C(=O)OCC)C=C2)O (diethyl N-[N-(2-pivaloylamino-4-hydroxy-5,6,7,8-tetrahydropyrido[2,3-d]pyrimidin-6-ylmethyl)-N-trifluoroacetyl-4-aminomethylbenzoyl)-glutamate). The yield is 33.1%. As a reaction SMILES: [C:1]([NH:7][C:8]1[N:9]=[C:10]([OH:49])[C:11]2[CH:17]=[C:16]([CH2:18][N:19]([CH2:26][C:27]3[CH:48]=[CH:47][C:30]([C:31]([NH:33][C@H:34]([C:42]([O:44][CH2:45][CH3:46])=[O:43])[CH2:35][CH2:36][C:37]([O:39][CH2:40][CH3:41])=[O:38])=[O:32])=[CH:29][CH:28]=3)[C:20](=[O:25])[C:21]([F:24])([F:23])[F:22])[CH:15]=[N:14][C:12]=2[N:13]=1)(=[O:6])[C:2]([CH3:5])([CH3:4])[CH3:3]>C(O)(=O)C.[Pt]=O>[C:1]([NH:7][C:8]1[N:9]=[C:10]([OH:49])[C:11]2[CH2:17][CH:16]([CH2:18][N:19]([CH2:26][C:27]3[CH:28]=[CH:29][C:30]([C:31]([NH:33][C@H:34]([C:42]([O:44][CH2:45][CH3:46])=[O:43])[CH2:35][CH2:36][C:37]([O:39][CH2:40][CH3:41])=[O:38])=[O:32])=[CH:47][CH:48]=3)[C:20](=[O:25])[C:21]([F:23])([F:24])[F:22])[CH2:15][NH:14][C:12]=2[N:13]=1)(=[O:6])[C:2]([CH3:4])([CH3:3])[CH3:5]. Procedure details: To 3.75 g. (5.43 mmol) of the product of Example 3, diethyl N-[N-(2-pivaloylamino-4-hydroxypyrido[2,3-d]pyrimidin-6-ylmethyl)-N-trifluoroacetyl-4-aminomethylbenzoyl]-glutamate, in 60 mL of glacial acetic acid are added 575 mg of platinum oxide. The suspension was hydrogenated in a Parr apparatus at 50 psi at 25° C. for 3 h. The reaction mixture was filtered through Celite and the solvent removed under reduced pressure. The residue was taken up in methylene chloride and extracted twice with a sat... The reactants are ClCCCl, CCCCOC(=O)N1CCN(C(=O)C(N)CCCO[Si](c2ccccc2)(c2ccccc2)C(C)(C)C)CC1, CCOC(C)=O, O=C(O)c1cc(OCC(=O)N2CCCC2C(=O)NC2CCC2)n(-c2ccccc2)n1, CCN(C(C)C)C(C)C, Cl, CN(C)C=O, On1nnc2ccccc21. Product: CCCCOC(=O)N1CCN(C(=O)C(CCCO[Si](c2ccccc2)(c2ccccc2)C(C)(C)C)NC(=O)c2cc(OCC(=O)N3CCCC3C(=O)NC3CCC3)n(-c3ccccc3)n2)CC1. As a reaction SMILES: [CH2:100]([Cl:101])[CH2:102][Cl:103].[CH2:51]([CH2:52][CH2:53][CH3:54])[O:55][C:56](=[O:57])[N:58]1[CH2:59][CH2:60][N:61]([C:64]([CH:65]([CH2:66][CH2:67][CH2:68][O:69][Si:70]([c:71]2[cH:72][cH:73][cH:74][cH:75][cH:76]2)([c:77]2[cH:78][cH:79][cH:80][cH:81][cH:82]2)[C:83]([CH3:84])([CH3:85])[CH3:86])[NH2:87])=[O:88])[CH2:62][CH2:63]1.[CH3:94][CH2:95][O:96][C:97](=[O:98])[CH3:99].[CH:1]1([NH:5][C:6](=[O:7])[CH:8]2[N:9]([C:13]([CH2:14][O:15][c:16]3[cH:17][c:18]([C:27](=[O:28])[OH:29])[n:19][n:20]3-[c:21]3[cH:22][cH:23][cH:24][cH:25][cH:26]3)=[O:30])[CH2:10][CH2:11][CH2:12]2)[CH2:2][CH2:3][CH2:4]1.[CH:31]([N:32]([CH2:33][CH3:34])[CH:35]([CH3:36])[CH3:37])([CH3:38])[CH3:39].[ClH:50].[O:89]=[CH:90][N:91]([CH3:92])[CH3:93].[OH:40][n:41]1[c:42]2[c:43]([cH:44][cH:45][cH:46][cH:47]2)[n:48][n:49]1>>[CH:1]1([NH:5][C:6](=[O:7])[CH:8]2[N:9]([C:13]([CH2:14][O:15][c:16]3[cH:17][c:18]([C:27](=[O:28])[NH:87][CH:65]([C:64]([N:61]4[CH2:60][CH2:59][N:58]([C:56]([O:55][CH2:51][CH2:52][CH2:53][CH3:54])=[O:57])[CH2:63][CH2:62]4)=[O:88])[CH2:66][CH2:67][CH2:68][O:69][Si:70]([c:71]4[cH:72][cH:73][cH:74][cH:75][cH:76]4)([c:77]4[cH:78][cH:79][cH:80][cH:81][cH:82]4)[C:83]([CH3:84])([CH3:85])[CH3:86])[n:19][n:20]3-[c:21]3[cH:22][cH:23][cH:24][cH:25][cH:26]3)=[O:30])[CH2:10][CH2:11][CH2:12]2)[CH2:2][CH2:3][CH2:4]1.